From a dataset of the Open Reaction Database (ORD), a public repository of structured organic reaction records. describe an organic reaction: reactants, conditions, products, and yield Starting materials: C1(CCCCC1)N=C=NC1CCCCC1 (dicyclohexylcarbodiimide), C(C)O (ethanol), C1(=C(C=CC=C1)NC=1OC2=C(N1)C=CC(=C2)CC(=O)NC=2C=C1CCC(C1=CC2)CC(=O)O)C ({5-[2-(2-o-Tolylamino-benzoxazol-6-yl)-acetylamino]-indan-1-yl}-acetic Acid), C=1(C(=CC=CC1)N=C=S)C (o-tolylisothiocyanate), C(C)O (ethanol). Conditions: time 2 hour. Product: C1(=C(C=CC=C1)NC=1OC2=C(N1)C=CC(=C2)CC(=O)O)C ((2-o-Tolylamino-benzoxazol-6-yl)-acetic Acid). RXN SMILES: [C:1]1([CH3:34])[CH:6]=[CH:5][CH:4]=[CH:3][C:2]=1[NH:7][C:8]1[O:9][C:10]2[CH:16]=[C:15]([CH2:17][C:18](NC3C=C4C(=CC=3)C(CC(O)=O)CC4)=[O:19])[CH:14]=[CH:13][C:11]=2[N:12]=1.C1(C)C(N=C=S)=CC=CC=1.C1(N=C=NC2CCCCC2)CCCCC1.C([OH:62])C>>[C:1]1([CH3:34])[CH:6]=[CH:5][CH:4]=[CH:3][C:2]=1[NH:7][C:8]1[O:9][C:10]2[CH:16]=[C:15]([CH2:17][C:18]([OH:19])=[O:62])[CH:14]=[CH:13][C:11]=2[N:12]=1. Reported procedure: A mixture of ethyl 4-amino-3-hydroxy-phenylacetate (3.3 g, Reference Example 3) and o-tolylisothiocyanate (2.5 mL) in ethanol (150 mL) was stirred at room temperature for about 2 hours. After standing at room temperature overnight the mixture was evaporated and the residue was subjected to flash chromatography on silica eluting with a mixture of pentane and ethyl acetate (7:3, v/v) to give a yellow foam. A solution of this material in ethanol (150 mL) was treated with dicyclohexylcarbodiimide (3... Starting materials: [N+](=O)([O-])C1=CC=C(COC(=O)C2=C(CS[C@H]3N2C([C@H]3NC(COC3=CC=CC=C3)=O)=O)SC)C=C1 (3-methylthio-7β-phenoxyacetylamino-3-cephem-4-carboxylic acid p-nitrobenzyl ester), O1CCCC1 (tetrahydrofurane), CO (methanol). The reagents and catalysts are [Pd] (palladium-on-charcoal). Solvent: O1CCCC1.CO (tetrahydrofurane methanol). Run at time 4 hour. Product: CSC=1CS[C@H]2N(C1C(=O)O)C([C@H]2NC(COC2=CC=CC=C2)=O)=O (3-methylthio-7β-phenoxyacetylamino-3-cephem-4-carboxylic acid). Reaction SMILES: [N+](C1C=CC(C[O:9][C:10]([C:12]2[N:17]3[C:18](=[O:31])[C@@H:19]([NH:20][C:21](=[O:30])[CH2:22][O:23][C:24]4[CH:29]=[CH:28][CH:27]=[CH:26][CH:25]=4)[C@H:16]3[S:15][CH2:14][C:13]=2[S:32][CH3:33])=[O:11])=CC=1)([O-])=O.O1CCCC1.CO>[Pd].O1CCCC1.CO>[CH3:33][S:32][C:13]1[CH2:14][S:15][C@@H:16]2[C@H:19]([NH:20][C:21](=[O:30])[CH2:22][O:23][C:24]3[CH:29]=[CH:28][CH:27]=[CH:26][CH:25]=3)[C:18](=[O:31])[N:17]2[C:12]=1[C:10]([OH:11])=[O:9] |f:4.5|. Procedure: A solution of 53 mg of 3-methylthio-7β-phenoxyacetylamino-3-cephem-4-carboxylic acid p-nitrobenzyl ester in 5 ml of a warm 2:1 mixture of tetrahydrofurane and methanol is added to a mixture, which has been prehydrogenated for 30 minutes in a hydrogenation apparatus, of 51 mg of 5% strength palladium-on-charcoal catalyst in 1 ml of tetrahydrofurane/methanol, 1:1, and the mixture is hydrogenated for 4 hours whilst stirring. The solution is filtered, the catalyst is washed with 4 times 6 ml of ethy...